Dataset: the Open Reaction Database (ORD), a public repository of structured organic reaction records. Task: describe an organic reaction: reactants, conditions, products, and yield Starting materials: C(C)(=O)O[C@H]1[C@H](SC2=C(C=CC=C2)C(=O)O)O[C@@H]([C@H]([C@@H]1OC(C)=O)O[C@@H]1[C@H](OC(C)=O)[C@@H](OC(C)=O)[C@H](OC(C)=O)[C@H](O1)COC(C)=O)COC(C)=O (2-carboxyphenyl 2,3,6-tri-O-acetyl-4-O-(2,3,4,6-tetra-O-acetyl-α-D-glucopyranosyl)-1-thio-β-D-glucopyranoside). Run in mixture, C(C)N(CC)CC.CO.O (triethylamine methanol water). Yields the product [C@H]1([C@H](O)[C@@H](O)[C@H](O)[C@H](O1)CO)O[C@H]1[C@@H]([C@H]([C@H](SC2=C(C=CC=C2)C(=O)O)O[C@@H]1CO)O)O (2-Carboxyphenyl 4-O-(α-D-glucopyranosyl)-1-thio-β-D-glucopyranoside). Yield: 60.6%. RXN SMILES: C([O:4][C@@H:5]1[C@@H:20]([O:21]C(=O)C)[C@H:19]([O:25][C@H:26]2[O:43][C@H:42]([CH2:44][O:45]C(=O)C)[C@@H:37]([O:38]C(=O)C)[C@H:32]([O:33]C(=O)C)[C@H:27]2[O:28]C(=O)C)[C@@H:18]([CH2:49][O:50]C(=O)C)[O:17][C@H:6]1[S:7][C:8]1[CH:13]=[CH:12][CH:11]=[CH:10][C:9]=1[C:14]([OH:16])=[O:15])(=O)C>C(N(CC)CC)C.CO.O>[C@H:26]1([O:25][C@@H:19]2[C@@H:18]([CH2:49][OH:50])[O:17][C@@H:6]([S:7][C:8]3[CH:13]=[CH:12][CH:11]=[CH:10][C:9]=3[C:14]([OH:16])=[O:15])[C@H:5]([OH:4])[C@H:20]2[OH:21])[O:43][C@H:42]([CH2:44][OH:45])[C@@H:37]([OH:38])[C@H:32]([OH:33])[C@H:27]1[OH:28] |f:1.2.3|. Procedure: A solution of 1.6 g of 2-carboxyphenyl 2,3,6-tri-O-acetyl-4-O-(2,3,4,6-tetra-O-acetyl-α-D-glucopyranosyl)-1-thio-β-D-glucopyranoside in 15 ml of a mixture of 2N triethylamine:methanol:water (3:6:2) was stirred for 16 hours, then concentrated in vacuo to a solid. This solid was dissolved in water, adjusted to pH 3.5, diluted further with water producing a slurry which was applied to 150 ml of a polystyrene resin, for example, Amberlite® XAD-2 resin (Norman Haase) and then eluted with 500 ml of wa... Yields the product COCC=1C=C(N)C=CC1C (3-(Methoxymethyl)-p-toluidine). Yield: 184.2%. RXN SMILES: C[CH:2]([O:13][CH:14](C)C1C=C([N+]([O-])=O)C=CC=1C)[C:3]1[CH:8]=[C:7]([N+:9]([O-])=O)[CH:6]=[CH:5][C:4]=1[CH3:12].O.[S-2].[Na+].[Na+].C(=O)(O)[O-].[Na+]>C(O)C.O>[CH3:14][O:13][CH2:2][C:3]1[CH:8]=[C:7]([CH:6]=[CH:5][C:4]=1[CH3:12])[NH2:9] |f:1.2.3.4,5.6|. Run in O (water), C(C)O (ethanol). Procedure: Methyl-2-methyl-5-nitrobenzyl ether (11.5 g) was dissolved in 125 ml of absolute ethanol. To this was added a solution of sodium sulfide monohydrate (48.3 g) and sodium bicarbonate (16.7 g) in 75 ml of water. The resulting mixture was refluxed until tlc indicated all the starting material was gone. The mixture was then concentrated in vacuo to an oily solid. Methylene chloride was added and the mixture filtered. The methylene chloride layer was separated and dried. After removal of the drying ag... The reactants are O.[S-2].[Na+].[Na+] (sodium sulfide monohydrate), C([O-])(O)=O.[Na+] (sodium bicarbonate), CC(C1=C(C=CC(=C1)[N+](=O)[O-])C)OC(C1=C(C=CC(=C1)[N+](=O)[O-])C)C (Methyl-2-methyl-5-nitrobenzyl ether). Starting materials: COC(CS)=O (thioglycolic acid methyl ester), C(CO)O (ethylene glycol), C([O-])([O-])=O.[K+].[K+] (potassium carbonate), C(C)OC(=O)N1[C@@H](C[C@@H](C2=NC(=CC=C12)OC)NC1=NC=C(C(=N1)CC1=CC(=CC(=C1)C(F)(F)F)C(F)(F)F)I)CC ((2R,4S)-4-{[3,5-Bis(trifluoromethyl)benzyl]-(5-iodopyrimidin-2-yl)}amino-2-ethyl-6-methoxy-3,4-dihydro-2H-[1,5]naphthyridine-1-carboxylic acid ethyl ester). Reagents/catalysts: [Cu](I)I (copper iodide). Solvent: C(C)(C)O (isopropyl alcohol), O (water). Reaction conditions: temperature 80 celsius, time 8 hour. Yields the product C(C)OC(=O)N1[C@@H](C[C@@H](C2=NC(=CC=C12)OC)NC1=NC=C(C(=N1)CC1=CC(=CC(=C1)C(F)(F)F)C(F)(F)F)SCC(=O)O)CC ((2R,4S)-4-{[3,5-bis(trifluoromethyl)benzyl]-(5-carboxymethylsulfanyl-pyrimidin-2-yl)}amino-2-ethyl-6-methoxy-3,4-dihydro-2H-[1,5]naphthyridine-1-carboxylic acid ethyl ester). As a reaction SMILES: [CH2:1]([O:3][C:4]([N:6]1[C:15]2[C:10](=[N:11][C:12]([O:16][CH3:17])=[CH:13][CH:14]=2)[C@@H:9]([NH:18][C:19]2[N:24]=[C:23]([CH2:25][C:26]3[CH:31]=[C:30]([C:32]([F:35])([F:34])[F:33])[CH:29]=[C:28]([C:36]([F:39])([F:38])[F:37])[CH:27]=3)[C:22](I)=[CH:21][N:20]=2)[CH2:8][C@H:7]1[CH2:41][CH3:42])=[O:5])[CH3:2].C[O:44][C:45](=[O:48])[CH2:46][SH:47].C(O)CO.C(=O)([O-])[O-].[K+].[K+]>C(O)(C)C.[Cu](I)I.O>[CH2:1]([O:3][C:4]([N:6]1[C:15]2[C:10](=[N:11][C:12]([O:16][CH3:17])=[CH:13][CH:14]=2)[C@@H:9]([NH:18][C:19]2[N:24]=[C:23]([CH2:25][C:26]3[CH:31]=[C:30]([C:32]([F:35])([F:34])[F:33])[CH:29]=[C:28]([C:36]([F:39])([F:38])[F:37])[CH:27]=3)[C:22]([S:47][CH2:46][C:45]([OH:48])=[O:44])=[CH:21][N:20]=2)[CH2:8][C@H:7]1[CH2:41][CH3:42])=[O:5])[CH3:2] |f:3.4.5|. Reported procedure: (2R,4S)-4-{[3,5-Bis(trifluoromethyl)benzyl]-(5-iodopyrimidin-2-yl)}amino-2-ethyl-6-methoxy-3,4-dihydro-2H-[1,5]naphthyridine-1-carboxylic acid ethyl ester (400 mg) is dissolved in isopropyl alcohol (2 ml), then thereto are added thioglycolic acid methyl ester (120 μl), copper iodide (20 mg), ethylene glycol (62 μl) and potassium carbonate (156 mg), and the mixture is stirred at 80° C. under nitrogen flow overnight. After allowing to cool to room temperature, water is added to the reaction mixtur... Reactants: Cc1[nH]cnc1CSCCN, CCO, CN(C)Cc1ccc(Cc2cnc(N[N+](=O)[O-])[nH]c2=O)cc1. Product: Cc1[nH]cnc1CSCCNc1ncc(Cc2ccc(CN(C)C)cc2)c(=O)[nH]1. As a reaction SMILES: [CH3:1][c:2]1[c:3]([CH2:7][S:8][CH2:9][CH2:10][NH2:11])[n:4][cH:5][nH:6]1.[CH3:34][CH2:35][OH:36].[N+:12]([NH:13][c:16]1[n:17][cH:18][c:19]([CH2:23][c:24]2[cH:25][cH:26][c:27]([CH2:30][N:31]([CH3:32])[CH3:33])[cH:28][cH:29]2)[c:20](=[O:22])[nH:21]1)([O-:14])=[O:15]>>[CH3:1][c:2]1[c:3]([CH2:7][S:8][CH2:9][CH2:10][NH:11][c:16]2[n:17][cH:18][c:19]([CH2:23][c:24]3[cH:25][cH:26][c:27]([CH2:30][N:31]([CH3:32])[CH3:33])[cH:28][cH:29]3)[c:20](=[O:22])[nH:21]2)[n:4][cH:5][nH:6]1. The reactants are [OH-].[Na+] (sodium hydroxide), C1(CCCCC1)NS(=O)(=O)C(C)C (N-cyclohexyl-isopropanesulfonamide), ClC(C(Cl)Cl)(SCl)Cl (1,1,2,2-tetrachloroethylsulfenyl chloride). Reagents/catalysts: [Cl-].C(C1=CC=CC=C1)[N+](CC)(CC)CC (benzyl triethylammonium chloride). Solvent: C(Cl)Cl (methylene chloride). Conditions: time 1 hour. Product: C1(CCCCC1)N(S(=O)(=O)C(C)C)SC(C(Cl)Cl)(Cl)Cl (N-cyclohexyl-N-(1,1,2,2-tetrachloroethylthio)-isopropanesulfonamide). Yield: 36.7%. Reaction SMILES: [OH-].[Na+].[CH:3]1([NH:9][S:10]([CH:13]([CH3:15])[CH3:14])(=[O:12])=[O:11])[CH2:8][CH2:7][CH2:6][CH2:5][CH2:4]1.[Cl:16][C:17]([Cl:23])([S:21]Cl)[CH:18]([Cl:20])[Cl:19]>[Cl-].C([N+](CC)(CC)CC)C1C=CC=CC=1.C(Cl)Cl>[CH:3]1([N:9]([S:21][C:17]([Cl:23])([Cl:16])[CH:18]([Cl:20])[Cl:19])[S:10]([CH:13]([CH3:15])[CH3:14])(=[O:12])=[O:11])[CH2:4][CH2:5][CH2:6][CH2:7][CH2:8]1 |f:0.1,4.5|. Procedure: A 2.4 g (0.29 mol) sample of 50% weight aqueous sodium hydroxide solution was added dropwise to a cooled (12° C.) solution of 5.6 g (0.027 mol) N-cyclohexyl-isopropanesulfonamide, 7 g (0.029 mol) 1,1,2,2-tetrachloroethylsulfenyl chloride and 0.5 g benzyl triethylammonium chloride in 150 ml methylene chloride. A precipitate formed in the reaction mixture during the first 10 minutes of the addition. After the addition was completed, the reaction mixture was allowed to warm to room temperature and ... Starting materials: solution, [Na] (sodium), C[Si](N[Si](C)(C)C)(C)C (hexamethyldisilazane), ice, Cl (HCl), ClC1=C(C(=O)OC)C=CC(=C1)Cl (methyl 2,4-dichlorobenzoate), COC1=CC=C(C=C1)CC(=O)O (4-methoxyphenylacetic acid). Solvent: C1CCOC1 (THF), C1CCOC1 (THF), C1CCOC1 (THF). Reaction conditions: time 3 hour. Product: ClC1=C(C=CC(=C1)Cl)C(CC1=CC=C(C=C1)OC)=O (1-(2,4-Dichlorophenyl)-2-(4-methoxyphenyl)ethanone). Isolated yield 31.2%. As a reaction SMILES: [Na].C[Si](C)(C)N[Si](C)(C)C.[CH3:11][O:12][C:13]1[CH:18]=[CH:17][C:16]([CH2:19][C:20]([OH:22])=O)=[CH:15][CH:14]=1.[Cl:23][C:24]1[CH:33]=[C:32]([Cl:34])[CH:31]=[CH:30][C:25]=1C(OC)=O.Cl>C1COCC1>[Cl:23][C:24]1[CH:33]=[C:32]([Cl:34])[CH:31]=[CH:30][C:25]=1[C:20](=[O:22])[CH2:19][C:16]1[CH:15]=[CH:14][C:13]([O:12][CH3:11])=[CH:18][CH:17]=1 |^1:0|. Reported procedure: 413 ml of a 2M solution of the sodium salt of hexamethyldisilazane in THF are cooled to −65° C. under a nitrogen atmosphere, 300 ml of THF are added, a solution of 55 g of 4-methoxyphenylacetic acid in 70 ml of THF is then added dropwise and the mixture is left stirring for 3 hours at a temperature of less than −45° C. 64.5 g of methyl 2,4-dichlorobenzoate are subsequently added dropwise and the mixture is left stirring while allowing the temperature to rise to 0° C. The reaction mixture is pour...